From a dataset of the Open Reaction Database (ORD), a public repository of structured organic reaction records. describe an organic reaction: reactants, conditions, products, and yield Starting materials: C1=CC=CC=2C3=CC=CC=C3C(C12)COC(N[C@@H]1CN([C@@H](C1)C(N[C@@H]1CCCC2=CC=CC=C12)=O)C([C@H](C1CCCCC1)NC([C@H](C)N(C)C(=O)OC(C)(C)C)=O)=O)=O ({(3S,5S)-1-{(S)-2-[(S)-2-(tert-Butoxycarbonyl-methyl-amino)-propionylamino]-2-cyclohexyl-acetyl}-5-[(R)-(1,2,3,4-tetrahydro-naphthalen-1-yl)carbamoyl]-pyrrolidin-3-yl}-carbamic acid 9H-fluoren-9-ylmethyl ester), C1=CC=CC=2C3=CC=CC=C3C(C12)COC(N[C@@H]1CN([C@@H](C1)C(N[C@@H]1CCCC2=CC=CC=C12)=O)C([C@H](C1CCCCC1)NC([C@H](C)N(C)C(=O)OC(C)(C)C)=O)=O)=O ({(3S,5S)-1-{(S)-2-[(S)-2-(tert-Butoxycarbonyl-methyl-amino)-propionylamino]-2-cyclohexyl-acetyl}-5-[(R)-(1,2,3,4-tetrahydro-naphthalen-1-yl)carbamoyl]-pyrrolidin-3-yl}-carbamic acid 9H-fluoren-9-ylmethyl ester), N1CCCCC1 (piperidine). Solvent: CN(C)C=O (DMF). Run at time 30 minute. The product is C(C)(C)(C)OC(N(C)[C@@H](C)C(N[C@H](C(=O)N1[C@@H](C[C@@H](C1)N)C(N[C@@H]1CCCC2=CC=CC=C12)=O)C1CCCCC1)=O)=O ([(S)-1-((S)-2-{(2S,4S)-4-Amino-2-[(R)-(1,2,3,4-tetrahydro-naphthalen-1-yl)carbamoyl]-pyrrolidin-1-yl}-1-cyclohexyl-2-oxo-ethylcarbamoyl)-ethyl]-methyl-carbamic acid tert-butyl ester). Yield: 78.3%. Reaction SMILES: C1C2C(COC(=O)[NH:17][C@H:18]3[CH2:22][C@@H:21]([C:23](=[O:35])[NH:24][C@H:25]4[C:34]5[C:29](=[CH:30][CH:31]=[CH:32][CH:33]=5)[CH2:28][CH2:27][CH2:26]4)[N:20]([C:36](=[O:58])[C@@H:37]([NH:44][C:45](=[O:57])[C@@H:46]([N:48]([C:50]([O:52][C:53]([CH3:56])([CH3:55])[CH3:54])=[O:51])[CH3:49])[CH3:47])[CH:38]4[CH2:43][CH2:42][CH2:41][CH2:40][CH2:39]4)[CH2:19]3)C3C(=CC=CC=3)C=2C=CC=1.N1CCCCC1>CN(C=O)C>[C:53]([O:52][C:50](=[O:51])[N:48]([C@H:46]([C:45](=[O:57])[NH:44][C@@H:37]([CH:38]1[CH2:39][CH2:40][CH2:41][CH2:42][CH2:43]1)[C:36]([N:20]1[CH2:19][C@@H:18]([NH2:17])[CH2:22][C@H:21]1[C:23](=[O:35])[NH:24][C@H:25]1[C:34]2[C:29](=[CH:30][CH:31]=[CH:32][CH:33]=2)[CH2:28][CH2:27][CH2:26]1)=[O:58])[CH3:47])[CH3:49])([CH3:54])([CH3:55])[CH3:56]. Procedure: {(3S,5S)-1-{(S)-2-[(S)-2-(tert-Butoxycarbonyl-methyl-amino)-propionylamino]-2-cyclohexyl-acetyl}-5-[(R)-(1,2,3,4-tetrahydro-naphthalen-1-yl)carbamoyl]-pyrrolidin-3-yl}-carbamic acid 9H-fluoren-9-ylmethyl ester (Intermediate 25) (100 mg, 124 μM) was dissolved in DMF (0.9 mL) at room temperature and piperidine (0.1 mL) was added. The mixture was stirred at room temperature for 30 minutes, concentrated and the residue purified by chromatography over silica gel to give the title compound as white fo...